From a dataset of the Open Reaction Database (ORD), a public repository of structured organic reaction records. describe an organic reaction: reactants, conditions, products, and yield Starting materials: ClCC(=O)O (chloroacetic acid), [OH-].[Na+] (sodium hydroxide), ClC1=C(C(=O)O)C=CC(C1)=S=O (2-chloro-4-sulfinylbenzoic acid), Cl (HCl), S(=O)([O-])[O-].[Na+].[Na+] (sodium sulfite), C([O-])(O)=O.[Na+] (sodium bicarbonate), ClC1=C(C(=O)O)C=CC(=C1)S(=O)(=O)Cl (2-chloro-4-(chlorosulfonyl)benzoic acid). Solvent: O (water). Reaction conditions: temperature 50 celsius. Product: ClC1=C(C(=O)O)C=CC(=C1)S(=O)(=O)C (2-chloro-4-(methylsulfonyl)benzoic acid). Yield: 105.9%. Reaction SMILES: S([O-])([O-])=O.[Na+].[Na+].[C:7](=O)(O)[O-].[Na+].[Cl:12][C:13]1[CH:21]=[C:20]([S:22](Cl)(=[O:24])=[O:23])[CH:19]=[CH:18][C:14]=1[C:15]([OH:17])=[O:16].ClCC(O)=O.[OH-].[Na+].ClC1CC(=S=O)C=CC=1C(O)=O.Cl>O>[Cl:12][C:13]1[CH:21]=[C:20]([S:22]([CH3:7])(=[O:24])=[O:23])[CH:19]=[CH:18][C:14]=1[C:15]([OH:17])=[O:16] |f:0.1.2,3.4,7.8|. Procedure: A 250 mL round bottom flask equipped with a reflux condenser, thermometer, and magnetic stirrer was charged with 9.2 g (73 mmol) of sodium sulfite, 24.6 g (292 mmol) of sodium bicarbonate and 80 mL of water. The resulting slurry was heated to 50° C., and 20.0 g (70 mmol) of 2-chloro-4-(chlorosulfonyl)benzoic acid was added over 15 minutes. After heating at 50° C. for three hours, chloroacetic acid (10.4 g, 110 mmol) and 5.7 mL (110 mmol) of 50% aqueous sodium hydroxide were added sequentially to... The reactants are CC(=O)[O-], CC(=O)[O-], C=Cc1ccccc1, CCOC(C)=O, B1C2CCCC1CCC2, CN(C)c1ccccc1-c1ccccc1P(C1CCCCC1)C1CCCCC1, CCCC(=O)Nc1nn(COCC[Si](C)(C)C)c2cc(Cl)ccc12, [Cs+], [F-], [Na+], C1COCCO1, [OH-], O, [Pd+2]. Yields the product CCCC(=O)Nc1nn(COCC[Si](C)(C)C)c2cc(CCc3ccccc3)ccc12. RXN SMILES: [C:80]([O-:81])(=[O:82])[CH3:83].[C:85]([O-:86])(=[O:87])[CH3:88].[CH2:10]=[CH:11][c:12]1[cH:13][cH:14][cH:15][cH:16][cH:17]1.[CH3:89][CH2:90][O:91][C:92](=[O:93])[CH3:94].[CH:1]12[CH2:2][CH2:3][CH2:4][CH:5]([BH:6]1)[CH2:7][CH2:8][CH2:9]2.[CH:46]1([P:47]([CH:48]2[CH2:49][CH2:50][CH2:51][CH2:52][CH2:53]2)[c:54]2[cH:55][cH:56][cH:57][cH:58][c:59]2-[c:60]2[cH:61][cH:62][cH:63][cH:64][c:65]2[N:66]([CH3:67])[CH3:68])[CH2:69][CH2:70][CH2:71][CH2:72][CH2:73]1.[Cl:20][c:21]1[cH:22][cH:23][c:24]2[c:25]([NH:38][C:39]([CH2:40][CH2:41][CH3:42])=[O:43])[n:26][n:27]([CH2:30][O:31][CH2:32][CH2:33][Si:34]([CH3:35])([CH3:36])[CH3:37])[c:28]2[cH:29]1.[Cs+:45].[F-:44].[Na+:19].[O:74]1[CH2:75][CH2:76][O:77][CH2:78][CH2:79]1.[OH-:18].[OH2:95].[Pd+2:84]>>[CH2:10]([CH2:11][c:12]1[cH:13][cH:14][cH:15][cH:16][cH:17]1)[c:21]1[cH:22][cH:23][c:24]2[c:25]([NH:38][C:39]([CH2:40][CH2:41][CH3:42])=[O:43])[n:26][n:27]([CH2:30][O:31][CH2:32][CH2:33][Si:34]([CH3:35])([CH3:36])[CH3:37])[c:28]2[cH:29]1. Reaction SMILES: [Br:21][CH2:22][CH:23]1[CH2:24][CH2:25]1.[C:1]([CH3:2])([CH3:3])([CH3:4])[O:5][C:6](=[O:7])[N:8]1[CH:9]2[CH2:10][C:11](=[CH:16][CH2:17][OH:18])[CH2:12][CH:13]1[CH2:14][CH2:15]2.[H-:20].[Na+:19].[O:26]=[CH:27][N:28]([CH3:29])[CH3:30]>>[C:1]([CH3:2])([CH3:3])([CH3:4])[O:5][C:6](=[O:7])[N:8]1[CH:9]2[CH2:10][C:11](=[CH:16][CH2:17][O:18][CH2:22][CH:23]3[CH2:24][CH2:25]3)[CH2:12][CH:13]1[CH2:14][CH2:15]2. The product is CC(C)(C)OC(=O)N1C2CCC1CC(=CCOCC1CC1)C2. Starting materials: BrCC1CC1, CC(C)(C)OC(=O)N1C2CCC1CC(=CCO)C2, [H-], [Na+], CN(C)C=O. Starting materials: CC(CO)Nc1nc(Cl)ncc1-c1cccs1, Cc1ccc(NC(=O)N=S(C)(=O)c2ccc(N)cc2)cc1. Yields the product Cc1ccc(NC(=O)N=S(C)(=O)c2ccc(Nc3ncc(-c4cccs4)c(NC(C)CO)n3)cc2)cc1. Reaction SMILES: [Cl:1][c:2]1[n:3][cH:4][c:5](-[c:13]2[s:14][cH:15][cH:16][cH:17]2)[c:6]([NH:8][CH:9]([CH2:10][OH:11])[CH3:12])[n:7]1.[NH2:18][c:19]1[cH:20][cH:21][c:22]([S:25](=[O:26])(=[N:27][C:28]([NH:29][c:30]2[cH:31][cH:32][c:33]([CH3:36])[cH:34][cH:35]2)=[O:37])[CH3:38])[cH:23][cH:24]1>>[c:2]1([NH:18][c:19]2[cH:20][cH:21][c:22]([S:25](=[O:26])(=[N:27][C:28]([NH:29][c:30]3[cH:31][cH:32][c:33]([CH3:36])[cH:34][cH:35]3)=[O:37])[CH3:38])[cH:23][cH:24]2)[n:3][cH:4][c:5](-[c:13]2[s:14][cH:15][cH:16][cH:17]2)[c:6]([NH:8][CH:9]([CH2:10][OH:11])[CH3:12])[n:7]1. Reactants: C1(=CC=CC=C1)C(=[N+]=[N-])C1=CC=CC=C1 (diphenyldiazomethane), O[C@@H](C(=O)OCC)CCC1=CC=CC=C1 ((R)-2-hydroxy-4-phenylbutyric acid, ethyl ester), Cl (hydrochloric acid), [OH-].[Li+] (lithium hydroxide). Solvent: CO (methanol). Run at time 3.5 hour. Yields the product O[C@@H](C(=O)OC(C1=CC=CC=C1)C1=CC=CC=C1)CCC1=CC=CC=C1 ((R)-2-hydroxy-4-phenylbutyric acid, diphenylmethyl ester). Isolated yield 38.4%. As a reaction SMILES: [OH:1][C@H:2]([CH2:8][CH2:9][C:10]1[CH:15]=[CH:14][CH:13]=[CH:12][CH:11]=1)[C:3]([O:5]CC)=[O:4].[OH-].[Li+].Cl.[C:19]1([C:25]([C:28]2[CH:33]=[CH:32][CH:31]=[CH:30][CH:29]=2)=[N+]=[N-])[CH:24]=[CH:23][CH:22]=[CH:21][CH:20]=1>CO>[OH:1][C@H:2]([CH2:8][CH2:9][C:10]1[CH:15]=[CH:14][CH:13]=[CH:12][CH:11]=1)[C:3]([O:5][CH:25]([C:28]1[CH:33]=[CH:32][CH:31]=[CH:30][CH:29]=1)[C:19]1[CH:24]=[CH:23][CH:22]=[CH:21][CH:20]=1)=[O:4] |f:1.2|. Procedure details: Dissolve (R)-2-hydroxy-4-phenylbutyric acid, ethyl ester (4.16 g, 20 mmol) in methanol (40 mL). Add 1N lithium hydroxide (25 mL, 25 mmol) and stir under an atmosphere of argon for 3.5 hours. Acidify with 1N hydrochloric acid (25 mL), saturate with sodium chloride and extract with ethyl acetate (3×25 mL). Combine the organic phases, dry (MgSO4) and evaporate the solvent in vacuo. Take up the residue in methylene chloride (20 mL) and add diphenyldiazomethane (3.36 g, 17.3 mmol). Stir overnight and... The reactants are C1(CCCCC1)NC1CCCCC1 (dicyclohexylamine), [OH-].[Na+] (sodium hydroxide), C(=O)(O)C(CCC(=O)N1[C@H](C(=O)O)CCC1)C (1-(4-carboxy-4-methylbutanoyl)-L-proline). Run in CO (methanol). Yields the product CCCCC(=O)N1[C@H](C(=O)O)CCC1 (1-(4-methylbutanoyl)-L-Proline). RXN SMILES: C1(NC2CCCCC2)CCCCC1.[OH-].[Na+].[C:16]([CH:19](C)[CH2:20][CH2:21][C:22]([N:24]1[CH2:31][CH2:30][CH2:29][C@H:25]1[C:26]([OH:28])=[O:27])=[O:23])(O)=O>CO>[CH3:16][CH2:19][CH2:20][CH2:21][C:22]([N:24]1[CH2:31][CH2:30][CH2:29][C@H:25]1[C:26]([OH:28])=[O:27])=[O:23] |f:1.2|. Reported procedure: The dicyclohexylamine salt (8.7 g.) is dissolved in 60 ml. of methanol and 60 ml. sodium hydroxide are added while stirring. To this 100 ml. of Dowex 50 resin is added to make the pH acid. This is applied to a 300 ml. column of Dowex 50 resin and eluted with water. Those fractions which are COOH-reagent positive are pooled and lyophilized to obtain 4.78 g. of 1-(4-carboxy-4-methylbutanoyl)-L-proline. The reactants are NC=1C=C2C=CC=NC2=CC1 (6-aminoquinoline), C1=C(C=CC2=CC=CC=C12)N=C=O (2-naphthyl isocyanate). Product: C1=C(C=CC2=CC=CC=C12)NC(=O)NC=1C=C2C=CC=NC2=CC1 (N-(2-naphthyl)-N′-[quinolin-6-yl]urea). Reaction SMILES: [NH2:1][C:2]1[CH:3]=[C:4]2[C:9](=[CH:10][CH:11]=1)[N:8]=[CH:7][CH:6]=[CH:5]2.[CH:12]1[C:21]2[C:16](=[CH:17][CH:18]=[CH:19][CH:20]=2)[CH:15]=[CH:14][C:13]=1[N:22]=[C:23]=[O:24]>>[CH:12]1[C:21]2[C:16](=[CH:17][CH:18]=[CH:19][CH:20]=2)[CH:15]=[CH:14][C:13]=1[NH:22][C:23]([NH:1][C:2]1[CH:3]=[C:4]2[C:9](=[CH:10][CH:11]=1)[N:8]=[CH:7][CH:6]=[CH:5]2)=[O:24]. Procedure: Prepared from 6-aminoquinoline and 2-naphthyl isocyanate. m/z (ES+) 314 (M+H)+. Starting materials: FC1=C(C=O)C=CC(=C1)C(F)(F)F (2-fluoro-4-(trifluoromethyl)benzaldehyde), CC1(OC(=O)CC(=O)O1)C (Meldrum's acid), N1C(C(=O)O)CCC1 (D,L-proline), CSCC=1C=CC=C2C=CNC12 (7-[(Methylsulfanyl)methyl]-1H-indole). The reagents and catalysts are [Cu] (copper). Run in C(C)#N (acetonitrile), C(C)O (ethanol), N1=CC=CC=C1 (pyridine). Reaction conditions: time 8 hour. The product is FC1=C(C=CC(=C1)C(F)(F)F)C(CC(=O)OCC)C1=CNC2=C(C=CC=C12)CSC (Ethyl 3-[2-fluoro-4-(trifluoromethyl)phenyl]-3-{7-[(methylsulfanyl)methyl]-1H-indol-3-yl}propanoate). As a reaction SMILES: [F:1][C:2]1[CH:9]=[C:8]([C:10]([F:13])([F:12])[F:11])[CH:7]=[CH:6][C:3]=1[CH:4]=O.C[C:15]1([CH3:23])[O:22][C:20](=[O:21])[CH2:19]C(=O)O1.N1CCCC1C(O)=O.[CH3:32][S:33][CH2:34][C:35]1[CH:36]=[CH:37][CH:38]=[C:39]2[C:43]=1[NH:42][CH:41]=[CH:40]2>C(#N)C.[Cu].C(O)C.N1C=CC=CC=1>[F:1][C:2]1[CH:9]=[C:8]([C:10]([F:13])([F:12])[F:11])[CH:7]=[CH:6][C:3]=1[CH:4]([C:40]1[C:39]2[C:43](=[C:35]([CH2:34][S:33][CH3:32])[CH:36]=[CH:37][CH:38]=2)[NH:42][CH:41]=1)[CH2:19][C:20]([O:22][CH2:15][CH3:23])=[O:21]. Procedure: 1.54 g (8.00 mmol) of 2-fluoro-4-(trifluoromethyl)benzaldehyde, 1.15 g (8.00 mmol) of Meldrum's acid and 44 mg (0.38 mmol) of D,L-proline were added to a solution of 1.50 g (7.62 mmol) of the compound from Example 8A in 62 ml of acetonitrile. The reaction mixture was stirred at RT overnight. It was concentrated to result in 4.47 g of a crude product which was introduced into 48 ml of pyridine and 12 ml of ethanol, and 4 mg (63 μmol) of copper powder were added. The reaction mixture was heated un...